Dataset: the Open Reaction Database (ORD), a public repository of structured organic reaction records. Task: describe an organic reaction: reactants, conditions, products, and yield Reactants: CCOC(=O)C.CCCCCC (EtOAc hexane), CC(=C[Mg]Br)C ((2-methylprop-1-enyl)magnesium bromide), C(C)OC(=O)C=1C(=NC2=CC(=CC=C2C1C)C(F)(F)F)OS(=O)(=O)C(F)(F)F (4-methyl-7-(trifluoromethyl)-2-(trifluoromethylsulfonyl-oxy)quinoline-3-carboxylic acid ethyl ester). Reagents/catalysts: Cl[Ni]1([P](CCC[P](C2=CC=CC=C2)1C3=CC=CC=C3)(C4=CC=CC=C4)C5=CC=CC=C5)Cl (Ni(dppp)Cl2). Solvent: C1CCOC1 (THF). Run at time 16 hour. Product: C(C)OC(=O)C=1C(=NC2=CC(=CC=C2C1C)C(F)(F)F)C=C(C)C (4-methyl-2-(2-methylprop-1-enyl)-7-(trifluoromethyl)quinoline-3-carboxylic acid ethyl ester). Yield: 42.9%. Reaction SMILES: [CH3:1][C:2]([CH3:6])=[CH:3][Mg]Br.[CH2:7]([O:9][C:10]([C:12]1[C:13](OS(C(F)(F)F)(=O)=O)=[N:14][C:15]2[C:20]([C:21]=1[CH3:22])=[CH:19][CH:18]=[C:17]([C:23]([F:26])([F:25])[F:24])[CH:16]=2)=[O:11])[CH3:8].CCOC(C)=O.CCCCCC>C1COCC1.Cl[Ni]1(Cl)[P](C2C=CC=CC=2)(C2C=CC=CC=2)CCC[P]1(C1C=CC=CC=1)C1C=CC=CC=1>[CH2:7]([O:9][C:10]([C:12]1[C:13]([CH:1]=[C:2]([CH3:6])[CH3:3])=[N:14][C:15]2[C:20]([C:21]=1[CH3:22])=[CH:19][CH:18]=[C:17]([C:23]([F:26])([F:25])[F:24])[CH:16]=2)=[O:11])[CH3:8] |f:2.3,^1:54,70|. Reported procedure: 5.6 ml (2.8 mmol, 2M in THF) (2-methylprop-1-enyl)magnesium bromide was added in drops at 0° C. to a solution of 600 mg (1.4 mmol) 4-methyl-7-(trifluoromethyl)-2-(trifluoromethylsulfonyl-oxy)quinoline-3-carboxylic acid ethyl ester and 75 mg (0.1 mmol) Ni(dppp)Cl2 in THF (10 ml). The mixture was subsequently stirred for 16 h at RT and thereafter quenched at 0° C. with a sat. aq. NH4Cl sol. It was then extracted with EtOAc and the organic phase was washed with water and brine, dried over Na2SO4 an... Starting materials: C(C)O (ethanol), ClC1=CC=2C3(C4=CC(=CC=C4C(C2C=C1)C3)O)C(=O)OC (methyl 2-chloro-7-hydroxy-9,10-dihydro-9,10-methano-9-anthracenecarboxylate), C([O-])([O-])=O.[K+].[K+] (potassium carbonate), CI (methyl iodide). The solvent is C(C)OCC (diethyl ether). Product: ClC1=CC=2C3(C4=CC(=CC=C4C(C2C=C1)C3)OC)C(=O)OC (Methyl 2-chloro-7-methoxy-9,10-dihydro-9,10-methano-9-anthracenecarboxylate). The yield is 90.0%. RXN SMILES: [CH2:1](O)C.[Cl:4][C:5]1[CH:18]=[CH:17][C:16]2[CH:15]3[CH2:19][C:8]([C:21]([O:23][CH3:24])=[O:22])([C:9]4[C:14]3=[CH:13][CH:12]=[C:11]([OH:20])[CH:10]=4)[C:7]=2[CH:6]=1.C(=O)([O-])[O-].[K+].[K+].CI>C(OCC)C>[Cl:4][C:5]1[CH:18]=[CH:17][C:16]2[CH:15]3[CH2:19][C:8]([C:21]([O:23][CH3:24])=[O:22])([C:9]4[C:14]3=[CH:13][CH:12]=[C:11]([O:20][CH3:1])[CH:10]=4)[C:7]=2[CH:6]=1 |f:2.3.4|. Reported procedure: To an ethanol solution of methyl 2-chloro-7-hydroxy-9,10-dihydro-9,10-methano-9-anthracenecarboxylate (described in example 90a) was added potassium carbonate and methyl iodide. The suspension was heated to reflux, cooled and diluted with diethyl ether, filtered to remove salts, and concentrated to a solid. The title compound was formed in 90% yield. TLC analysis (Rf 0.40, 20% ethyl acetate in hexane). MS (CI, CH4) m/z 315 (M+1,100), 343 (M+29,13), 301 (38), 287 (9), 279 (14), 265 (6), 255 (42) The reactants are O=C([O-])[O-], COC(=O)c1ccc(-c2ccc(O)cc2C)cc1, CN(C)C=O, CC(C)c1nnn(-c2c(Cl)cccc2Cl)c1CCl, [Cs+], [Cs+]. Yields the product COC(=O)c1ccc(-c2ccc(OCc3c(C(C)C)nnn3-c3c(Cl)cccc3Cl)cc2C)cc1. RXN SMILES: [C:37](=[O:38])([O-:39])[O-:40].[CH3:19][O:20][C:21](=[O:22])[c:23]1[cH:24][cH:25][c:26](-[c:29]2[c:30]([CH3:36])[cH:31][c:32]([OH:35])[cH:33][cH:34]2)[cH:27][cH:28]1.[CH3:43][N:44]([CH3:45])[CH:46]=[O:47].[Cl:1][CH2:2][c:3]1[c:4]([CH:16]([CH3:17])[CH3:18])[n:5][n:6][n:7]1-[c:8]1[c:9]([Cl:15])[cH:10][cH:11][cH:12][c:13]1[Cl:14].[Cs+:41].[Cs+:42]>>[CH2:2]([c:3]1[c:4]([CH:16]([CH3:17])[CH3:18])[n:5][n:6][n:7]1-[c:8]1[c:9]([Cl:15])[cH:10][cH:11][cH:12][c:13]1[Cl:14])[O:35][c:32]1[cH:31][c:30]([CH3:36])[c:29](-[c:26]2[cH:25][cH:24][c:23]([C:21]([O:20][CH3:19])=[O:22])[cH:28][cH:27]2)[cH:34][cH:33]1. The reactants are N1=CC=CC=C1 (pyridine), Cl.C(CCCCCCCCCCCCCCC)NC1=CC=C(C(=O)O)C=C1 (4-(hexadecylamino)benzoic acid hydrochloride), NCC(CO)O (3-amino-1,2-propandiol), C(Cl)Cl (CH2Cl2), S(=O)(Cl)Cl (thionyl chloride). The reagents and catalysts are CN(C1=CC=NC=C1)C (4-dimethylaminopyridine). Solvent: C(OC)COC (glyme). Run at time 2 day. The product is OC(CC1=C(C(=O)N)C=CC(=C1)NCCCCCCCCCCCCCCCC)CO (2,3-dihydroxypropyl-4-hexadecylaminobenzamide). RXN SMILES: Cl.[CH2:2]([NH:18][C:19]1[CH:27]=[CH:26][C:22]([C:23]([OH:25])=O)=[CH:21][CH:20]=1)[CH2:3][CH2:4][CH2:5][CH2:6][CH2:7][CH2:8][CH2:9][CH2:10][CH2:11][CH2:12][CH2:13][CH2:14][CH2:15][CH2:16][CH3:17].C(Cl)Cl.S(Cl)(Cl)=O.N[CH2:36][CH:37]([OH:40])[CH2:38][OH:39].[N:41]1C=CC=CC=1>CN(C)C1C=CN=CC=1.C(COC)OC>[OH:40][CH:37]([CH2:38][OH:39])[CH2:36][C:21]1[CH:20]=[C:19]([NH:18][CH2:2][CH2:3][CH2:4][CH2:5][CH2:6][CH2:7][CH2:8][CH2:9][CH2:10][CH2:11][CH2:12][CH2:13][CH2:14][CH2:15][CH2:16][CH3:17])[CH:27]=[CH:26][C:22]=1[C:23]([NH2:41])=[O:25] |f:0.1|. Reported procedure: A slurry of 8.0 g. of 4-(hexadecylamino)benzoic acid hydrochloride in 175 ml. of CH2Cl2 and 50 ml. of glyme containing 10 ml. of thionyl chloride was heated at reflux for 2 hours. The clear solution was concentrated in vacuo giving 9.5 g. of an amber oil. This oil was diluted with 50 ml. of pyridine containing 0.1 g. of 4-dimethylaminopyridine and 9.1 g. of 3-amino-1,2-propandiol. The reaction was stirred for two days at room temperature. The solution was partitioned between ether and water. The... Starting materials: CO, [H][H], COC(=O)C(Cc1cc(C)c(N)c([N+](=O)[O-])c1)OC(=O)N1CCC(N2CCc3ccccc3NC2=O)CC1. Yields the product COC(=O)C(Cc1cc(C)c(N)c(N)c1)OC(=O)N1CCC(N2CCc3ccccc3NC2=O)CC1. Reaction SMILES: [CH3:41][OH:42].[H:39][H:40].[O:1]=[C:2]1[NH:3][c:4]2[c:5]([cH:35][cH:36][cH:37][cH:38]2)[CH2:6][CH2:7][N:8]1[CH:9]1[CH2:10][CH2:11][N:12]([C:15](=[O:16])[O:17][CH:18]([CH2:19][c:20]2[cH:21][c:22]([CH3:30])[c:23]([NH2:29])[c:24]([N+:26]([O-:27])=[O:28])[cH:25]2)[C:31](=[O:32])[O:33][CH3:34])[CH2:13][CH2:14]1>>[O:1]=[C:2]1[NH:3][c:4]2[c:5]([cH:35][cH:36][cH:37][cH:38]2)[CH2:6][CH2:7][N:8]1[CH:9]1[CH2:10][CH2:11][N:12]([C:15](=[O:16])[O:17][CH:18]([CH2:19][c:20]2[cH:21][c:22]([CH3:30])[c:23]([NH2:29])[c:24]([NH2:26])[cH:25]2)[C:31](=[O:32])[O:33][CH3:34])[CH2:13][CH2:14]1.